The task is: describe an organic reaction: reactants, conditions, products, and yield. This data is from the Open Reaction Database (ORD), a public repository of structured organic reaction records. Starting materials: C(CCCCCCCCCC)OC=1C=NC(=NC1)C1=CC=C(C(=O)O)C=C1 (4-(5-n-Undecyloxypyrimidine-2-yl)benzoic acid), S(=O)(Cl)Cl (thionyl chloride). Yields the product C(CCCCCCCCCC)OC=1C=NC(=NC1)C1=CC=C(C(=O)Cl)C=C1 (4-(5-n-undecyloxypyrimidine-2-yl)benzoic acid chloride). Reaction SMILES: [CH2:1]([O:12][C:13]1[CH:14]=[N:15][C:16]([C:19]2[CH:27]=[CH:26][C:22]([C:23](O)=[O:24])=[CH:21][CH:20]=2)=[N:17][CH:18]=1)[CH2:2][CH2:3][CH2:4][CH2:5][CH2:6][CH2:7][CH2:8][CH2:9][CH2:10][CH3:11].S(Cl)([Cl:30])=O>>[CH2:1]([O:12][C:13]1[CH:14]=[N:15][C:16]([C:19]2[CH:27]=[CH:26][C:22]([C:23]([Cl:30])=[O:24])=[CH:21][CH:20]=2)=[N:17][CH:18]=1)[CH2:2][CH2:3][CH2:4][CH2:5][CH2:6][CH2:7][CH2:8][CH2:9][CH2:10][CH3:11]. Reported procedure: 4-(5-n-Undecyloxypyrimidine-2-yl)benzoic acid (1.86 g) was heated together with excess thionyl chloride for 8 hours under reflux and thereafter, unaltered thionyl chloride was distilled off to obtain 4-(5-n-undecyloxypyrimidine-2-yl)benzoic acid chloride. Starting materials: C=CCCC(C(O)C(Cc1ccccc1)N(Cc1ccccc1)Cc1ccccc1)[N+](=O)[O-], CCO, Cl. The product is C=CCCC(N)C(O)C(Cc1ccccc1)N(Cc1ccccc1)Cc1ccccc1. Reaction SMILES: [CH2:1]([c:2]1[cH:3][cH:4][cH:5][cH:6][cH:7]1)[N:8]([CH:9]([CH2:10][c:11]1[cH:12][cH:13][cH:14][cH:15][cH:16]1)[CH:17]([CH:18]([CH2:19][CH2:20][CH:21]=[CH2:22])[N+:23]([O-:24])=[O:25])[OH:26])[CH2:27][c:28]1[cH:29][cH:30][cH:31][cH:32][cH:33]1.[CH3:35][CH2:36][OH:37].[ClH:34]>>[CH2:1]([c:2]1[cH:3][cH:4][cH:5][cH:6][cH:7]1)[N:8]([CH:9]([CH2:10][c:11]1[cH:12][cH:13][cH:14][cH:15][cH:16]1)[CH:17]([CH:18]([CH2:19][CH2:20][CH:21]=[CH2:22])[NH2:23])[OH:26])[CH2:27][c:28]1[cH:29][cH:30][cH:31][cH:32][cH:33]1. RXN SMILES: [C:1]([O:4]C(=O)C)(=[O:3])[CH3:2].Cl(O)(=O)(=O)=O.[CH3:13][C@:14]12[CH2:22][CH2:21][C@@H:20]3[C:23]4[CH2:24][CH:25]=[C:26]([O:31]C)[CH2:27][C:28]=4[CH2:29][CH2:30][C@H:19]3[C@@H:18]1[CH2:17][CH2:16][C@:15]2([C:34]#[CH:35])[OH:33].C(=O)(O)[O-].[Na+]>C(OCC)(=O)C>[CH3:13][C@:14]12[CH2:22][CH2:21][C@@H:20]3[C@@H:23]4[C:28]([CH2:29][CH2:30][C@H:19]3[C@@H:18]1[CH2:17][CH2:16][C@:15]2([C:34]#[CH:35])[OH:33])=[CH:27][C:26](=[O:31])[CH2:25][CH2:24]4.[C:1]([O-:4])(=[O:3])[CH3:2] |f:3.4|. Reaction conditions: time 1.5 minute. The product is C[C@]12[C@](CC[C@H]2[C@H]2[C@H](CC1)[C@H]1CCC(C=C1CC2)=O)(O)C#C (13-methyl-17α-ethynyl-17-hydroxygon-4-en-3-one), C(C)(=O)[O-] (acetate). Reported procedure: Prepare a fresh solution of acetic anhydride (4.8 ml.) and 70% aqueous perchloric acid (0.01 ml.) in ethyl acetate (50 ml.) then add dl-13-methyl-17α-ethynyl-3-methoxygona-2,5(10)-dien- 17-Ol (0.5 g.) as a solid, swirl for 1.5 minutes then quench the reaction by adding saturated aqueous sodium bicarbonate solution. Wash the ethyl acetate layer with saturated bicarbonate, brine and dry over anhydrous sodium sulfate. Filter, evaporate in vacuo then add methanol with a trace of pyridine and let sta... Starting materials: C[C@]12[C@](CC[C@H]2[C@H]2[C@H](CC1)C=1CC=C(CC1CC2)OC)(O)C#C (13-methyl-17α-ethynyl-3-methoxygona-2,5(10)-dien- 17-Ol), C([O-])(O)=O.[Na+] (sodium bicarbonate), C(C)(=O)OC(C)=O (acetic anhydride), Cl(=O)(=O)(=O)O (perchloric acid). Run in C(C)(=O)OCC (ethyl acetate). Reactants: ClC(Cl)Cl, CCSc1ncc(CO)c(N)n1, O=[Mn]=O. Product: CCSc1ncc(C=O)c(N)n1. RXN SMILES: [Cl:13][CH:14]([Cl:15])[Cl:16].[NH2:1][c:2]1[n:3][c:4]([S:10][CH2:11][CH3:12])[n:5][cH:6][c:7]1[CH2:8][OH:9].[O:17]=[Mn:18]=[O:19]>>[NH2:1][c:2]1[n:3][c:4]([S:10][CH2:11][CH3:12])[n:5][cH:6][c:7]1[CH:8]=[O:9]. Reaction conditions: time 8 hour. Procedure: Unpurified 4-[3,5-difluoro-4-(methylthio)-phenyl]-3-phenylfuran-2(5H)-one (8.9 g, 27 mmol) and magnesum monoperoxyphthalate hexahydrate (17.2 g, 27 mmol) were combined in a mixture of dichloromethane (200 mL) and methanol (60 mL), and stirred overnight at room temperature. The slurry was poured into water, and extracted with dichloromethane (1×200 mL, 2×50 mL). The combined extracts were washed with water and dilute sodium bicarbonate, and the aqueous sodium bicarbonate wash extracted with dichl... Yields the product FC=1C=C(C=C(C1S(=O)(=O)C)F)C1=C(C(OC1)=O)C1=CC=CC=C1 (4-[3,5-difluoro-4-(methylsulfonyl)phenyl]-3-phenylfuran-2(5H)-one). The solvent is ClCCl (dichloromethane), CO (methanol), ClCCl (dichloromethane), CO (methanol). The reactants are FC=1C=C(C=C(C1SC)F)C1=C(C(OC1)=O)C1=CC=CC=C1 (4-[3,5-difluoro-4-(methylthio)-phenyl]-3-phenylfuran-2(5H)-one), O.O.O.O.O.O.C(C=1C(C(=O)O)=CC=CC1)(=O)OO (monoperoxyphthalate hexahydrate), O (water), O (water), O.O.O.O.O.O.C(C=1C(C(=O)[O-])=CC=CC1)(=O)O[O-].[Mg+2] (magnesium monoperoxyphthalate hexahydrate). RXN SMILES: [F:1][C:2]1[CH:3]=[C:4]([C:11]2[CH2:15][O:14][C:13](=[O:16])[C:12]=2[C:17]2[CH:22]=[CH:21][CH:20]=[CH:19][CH:18]=2)[CH:5]=[C:6]([F:10])[C:7]=1[S:8][CH3:9].[OH2:23].[OH2:24].O.O.O.O.C(OO)(=O)C1C(=CC=CC=1)C(O)=O.O.O.O.O.O.O.O.C(O[O-])(=O)C1C(=CC=CC=1)C([O-])=O.[Mg+2]>ClCCl.CO>[F:1][C:2]1[CH:3]=[C:4]([C:11]2[CH2:15][O:14][C:13](=[O:16])[C:12]=2[C:17]2[CH:18]=[CH:19][CH:20]=[CH:21][CH:22]=2)[CH:5]=[C:6]([F:10])[C:7]=1[S:8]([CH3:9])(=[O:24])=[O:23] |f:1.2.3.4.5.6.7,9.10.11.12.13.14.15.16|. Isolated yield 70.8%. Reactants: CN(C)CC1=CNC2=CC=CC=C12 (3-(dimethylaminomethyl)indole), CI (methyl iodide). Run in C(Cl)Cl (methylene chloride). Run at time 6 hour. The product is [I-].N1C=C(C2=CC=CC=C12)C[N+](C)(C)C ((3-indolylmethyl)trimethylammonium iodide). RXN SMILES: [CH3:1][N:2]([CH2:4][C:5]1[C:13]2[C:8](=[CH:9][CH:10]=[CH:11][CH:12]=2)[NH:7][CH:6]=1)[CH3:3].[CH3:14][I:15]>C(Cl)Cl>[I-:15].[NH:7]1[C:8]2[C:13](=[CH:12][CH:11]=[CH:10][CH:9]=2)[C:5]([CH2:4][N+:2]([CH3:14])([CH3:1])[CH3:3])=[CH:6]1 |f:3.4|. Procedure: To a stirred solution of indole (5.6 g, 47.8 mmol) in acetonitrile (130 ml) is added Eschenmoser's salt (10 g, 54 mmol) under nitrogen atmosphere and the mixture is stirred for 30 min. The mixture is concentrated in vacuo and the residue is diluted with 1M sodium hydroxide solution and extracted with methylene chloride. The organic layer is dried over sodium carbonate and concentrated in vacuo to give 3-(dimethylaminomethyl)indole as a brown oil. To a solution of 3-(dimethylaminomethyl)indole in... Reactants: BrCCCCOC=1C=C2C=CC(NC2=CC1)=O (6-(4-bromobutoxy)-carbostyril), SC1=NNC=N1 (3-mercapto-1,2,4-triazole). Product: N1N=C(N=C1)SCCCCOC=1C=C2C=CC(NC2=CC1)=O (6-[4-(1,2,4-Triazol-3-yl-mercapto)-butoxy]-carbostyril). RXN SMILES: Br[CH2:2][CH2:3][CH2:4][CH2:5][O:6][C:7]1[CH:8]=[C:9]2[C:14](=[CH:15][CH:16]=1)[NH:13][C:12](=[O:17])[CH:11]=[CH:10]2.[SH:18][C:19]1[N:23]=[CH:22][NH:21][N:20]=1>>[NH:21]1[CH:22]=[N:23][C:19]([S:18][CH2:2][CH2:3][CH2:4][CH2:5][O:6][C:7]2[CH:8]=[C:9]3[C:14](=[CH:15][CH:16]=2)[NH:13][C:12](=[O:17])[CH:11]=[CH:10]3)=[N:20]1. Reported procedure: Prepared analogous to Example 122 from 6-(4-bromobutoxy)-carbostyril and 3-mercapto-1,2,4-triazole.